From a dataset of the Open Reaction Database (ORD), a public repository of structured organic reaction records. describe an organic reaction: reactants, conditions, products, and yield Starting materials: hexanes ethyl ether, BrC(C(=O)OCC)C(=O)C1=CC(=CC=C1)C#N (ethyl 2-bromo-3-(3-cyanophenyl)-3-oxopropionate), NC(=S)N (thiourea). Run in C(C)O (ethanol). Reaction conditions: temperature 80 celsius, time 3 hour. Product: NC=1SC(=C(N1)C1=CC(=CC=C1)C#N)C(=O)OCC (2-amino-4-(3-cyanophenyl)-5-carboethoxythiazole). Yield: 84.0%. As a reaction SMILES: Br[CH:2]([C:8]([C:10]1[CH:15]=[CH:14][CH:13]=[C:12]([C:16]#[N:17])[CH:11]=1)=O)[C:3]([O:5][CH2:6][CH3:7])=[O:4].[NH2:18][C:19]([NH2:21])=[S:20]>C(O)C>[NH2:21][C:19]1[S:20][C:2]([C:3]([O:5][CH2:6][CH3:7])=[O:4])=[C:8]([C:10]2[CH:15]=[CH:14][CH:13]=[C:12]([C:16]#[N:17])[CH:11]=2)[N:18]=1. Procedure details: To a solution of ethyl 2-bromo-3-(3-cyanophenyl)-3-oxopropionate (2.0 g, 6.75 mmol) in 100 mL of absolute ethanol was added thiourea (0.51 g, 6.75 mmol). The resulting mixture was stirred at 80° C. for 3 h. The reaction was allowed to cool and the solvent was evaporated in vacuo. The residue was taken up in ethyl acetate, washed with saturated aq NaHCO3 and brine, dried (MgSO4) and concentrated in vacuo to yield a solid. Trituration with hexanes/ethyl ether left the title compound as an off-whit... Starting materials: [Na+], [OH-], COCCCCC(O)(c1cc2ccccc2s1)C1CCCN(C(=O)OC(C)(C)C)C1. Yields the product COCCCCC(O)(c1cc2ccccc2s1)C1CCCNC1. As a reaction SMILES: [Na+:32].[OH-:31].[s:1]1[c:2]2[c:3]([cH:4][c:5]1[C:6]([CH2:7][CH2:8][CH2:9][CH2:10][O:11][CH3:12])([OH:13])[CH:14]1[CH2:15][N:16]([C:20]([O:21][C:22]([CH3:23])([CH3:24])[CH3:25])=[O:26])[CH2:17][CH2:18][CH2:19]1)[cH:27][cH:28][cH:29][cH:30]2>>[s:1]1[c:2]2[c:3]([cH:4][c:5]1[C:6]([CH2:7][CH2:8][CH2:9][CH2:10][O:11][CH3:12])([OH:13])[CH:14]1[CH2:15][NH:16][CH2:17][CH2:18][CH2:19]1)[cH:27][cH:28][cH:29][cH:30]2. The reactants are FC1=C(N)C=C(C=C1)C (2-fluoro-5-methylaniline), O=C1N(C2=CC=CC=C2C12C1=C(OC2)C=C2OCCC2=C1)CC=1C=C(C(=O)O)C=CC1 (3-[(2′-oxo-5,6-dihydrospiro[benzo[1,2-b:5,4-b′]difuran-3,3′-indol]-1′(2′H)-yl)methyl]benzoic acid), C1(CCCCC1)CN (cyclohexanemethylamine), O=C1N(C2=CC=CC=C2C12C1=C(OC2)C=C2OCCC2=C1)CC1=C(C(=O)O)C=CC=C1 (2-[(2′-oxo-5,6-dihydrospiro[benzo[1,2-b:5,4-b′]difuran-3,3′-indol]-1′(2′H)-yl)methyl]benzoic acid). Product: FC1=C(C=C(C=C1)C)NC(C1=C(C=CC=C1)CN1C(C2(C3=CC=CC=C13)C1=C(OC2)C=C2OCCC2=C1)=O)=O (N-(2-fluoro-5-methylphenyl)-2-[(2′-oxo-5,6-dihydrospiro[benzo[1,2-b:5,4-b′]difuran-3,3′-indol]-1′(2′H)-yl)methyl]benzamide). As a reaction SMILES: [F:1][C:2]1[CH:8]=[CH:7][C:6]([CH3:9])=[CH:5][C:3]=1[NH2:4].C1(CN)CCCCC1.[O:18]=[C:19]1[C:27]2([CH2:31][O:30][C:29]3[CH:32]=[C:33]4[C:37](=[CH:38][C:28]2=3)[CH2:36][CH2:35][O:34]4)[C:26]2[C:21](=[CH:22][CH:23]=[CH:24][CH:25]=2)[N:20]1[CH2:39][C:40]1[CH:48]=[CH:47][CH:46]=[CH:45][C:41]=1[C:42](O)=[O:43].O=C1C2(COC3C=C4C(=CC2=3)CCO4)C2C(=CC=CC=2)N1CC1C=C(C=CC=1)C(O)=O>>[F:1][C:2]1[CH:8]=[CH:7][C:6]([CH3:9])=[CH:5][C:3]=1[NH:4][C:42](=[O:43])[C:41]1[CH:45]=[CH:46][CH:47]=[CH:48][C:40]=1[CH2:39][N:20]1[C:21]2[C:26](=[CH:25][CH:24]=[CH:23][CH:22]=2)[C:27]2([CH2:31][O:30][C:29]3[CH:32]=[C:33]4[C:37](=[CH:38][C:28]2=3)[CH2:36][CH2:35][O:34]4)[C:19]1=[O:18]. Procedure details: Following the procedure as described in EXAMPLE 12 and making non-critical variations using 2-fluoro-5-methylaniline to replace cyclohexanemethylamine, and 2-[(2′-oxo-5,6-dihydrospiro[benzo[1,2-b:5,4-b′]difuran-3,3′-indol]-1′(2′H)-yl)methyl]benzoic acid to replace 3-[(2′-oxo-5,6-dihydrospiro[benzo[1,2-b:5,4-b′]difuran-3,3′-indol]-1′(2′H)-yl)methyl]benzoic acid, N-(2-fluoro-5-methylphenyl)-2-[(2′-oxo-5,6-dihydrospiro[benzo[1,2-b:5,4-b′]difuran-3,3′-indol]-1′(2′H)-yl)methyl]benzamide was obtained ... The reactants are CC(=O)Nc1ccc(S(=O)(=O)Nc2ccc(C(O)(C(F)(F)F)C(F)(F)F)cc2)cc1, CCO, Cl, [Na+], [OH-]. Yields the product Nc1ccc(S(=O)(=O)Nc2ccc(C(O)(C(F)(F)F)C(F)(F)F)cc2)cc1. As a reaction SMILES: [C:1](=[O:2])([CH3:3])[NH:4][c:5]1[cH:6][cH:7][c:8]([S:11](=[O:12])(=[O:13])[NH:14][c:15]2[cH:16][cH:17][c:18]([C:21]([C:22]([F:23])([F:24])[F:25])([C:26]([F:27])([F:28])[F:29])[OH:30])[cH:19][cH:20]2)[cH:9][cH:10]1.[CH3:32][CH2:33][OH:34].[ClH:31].[Na+:36].[OH-:35]>>[NH2:4][c:5]1[cH:6][cH:7][c:8]([S:11](=[O:12])(=[O:13])[NH:14][c:15]2[cH:16][cH:17][c:18]([C:21]([C:22]([F:23])([F:24])[F:25])([C:26]([F:27])([F:28])[F:29])[OH:30])[cH:19][cH:20]2)[cH:9][cH:10]1. Reactants: COc1ccc(CC(C)NC(=O)CBr)cc1S(N)(=O)=O, CCOc1ccccc1O, CC(C)(C)[O-], CCOC(C)=O, Cl, [K+], C1CCOC1. The product is CCOc1ccccc1OCC(=O)NC(C)Cc1ccc(OC)c(S(N)(=O)=O)c1. Reaction SMILES: [Br:1][CH2:2][C:3](=[O:4])[NH:5][CH:6]([CH2:7][c:8]1[cH:9][c:10]([S:16](=[O:17])(=[O:18])[NH2:19])[c:11]([O:14][CH3:15])[cH:12][cH:13]1)[CH3:20].[CH2:27]([CH3:28])[O:29][c:30]1[c:31]([OH:36])[cH:32][cH:33][cH:34][cH:35]1.[CH3:21][C:22]([CH3:23])([O-:24])[CH3:25].[CH3:43][CH2:44][O:45][C:46](=[O:47])[CH3:48].[ClH:37].[K+:26].[O:38]1[CH2:39][CH2:40][CH2:41][CH2:42]1>>[CH2:2]([C:3](=[O:4])[NH:5][CH:6]([CH2:7][c:8]1[cH:9][c:10]([S:16](=[O:17])(=[O:18])[NH2:19])[c:11]([O:14][CH3:15])[cH:12][cH:13]1)[CH3:20])[O:36][c:31]1[c:30]([O:29][CH2:27][CH3:28])[cH:35][cH:34][cH:33][cH:32]1. The reactants are CCn1nc(-c2ccccc2)c2c(C)onc2c1=O, C[O-], CO, O=Cc1ccccc1, [Na+]. Product: CCn1nc(-c2ccccc2)c2c(C=Cc3ccccc3)onc2c1=O. RXN SMILES: [CH2:4]([CH3:5])[n:6]1[n:7][c:8](-[c:17]2[cH:18][cH:19][cH:20][cH:21][cH:22]2)[c:9]2[c:10]([c:11]1=[O:12])[n:13][o:14][c:15]2[CH3:16].[CH3:1][O-:2].[CH3:31][OH:32].[CH:23](=[O:24])[c:25]1[cH:26][cH:27][cH:28][cH:29][cH:30]1.[Na+:3]>>[CH2:4]([CH3:5])[n:6]1[n:7][c:8](-[c:17]2[cH:18][cH:19][cH:20][cH:21][cH:22]2)[c:9]2[c:10]([c:11]1=[O:12])[n:13][o:14][c:15]2[CH:16]=[CH:23][c:25]1[cH:26][cH:27][cH:28][cH:29][cH:30]1. Starting materials: N1C=NC=C1 (imidazole), ClC=1N=C(C2=C(N1)SC(=C2Cl)C)NCC2=CC(=C(C=C2)Cl)Cl (2,5-dichloro-6-methyl-4-(3,4-dichlorobenzylamino)-thieno-[2,3-d]-pyrimidine). Yields the product N1(C=NC=C1)C=1N=C(C2=C(N1)SC(=C2Cl)C)NCC2=CC(=C(C=C2)Cl)Cl (2-(imidazol-1-yl)-5-chloro-6-methyl-4-(3,4-dichlorobenzylamino)-thieno-[2,3-d]-pyrimidine). Reaction SMILES: [NH:1]1[CH:5]=[CH:4][N:3]=[CH:2]1.Cl[C:7]1[N:8]=[C:9]([NH:18][CH2:19][C:20]2[CH:25]=[CH:24][C:23]([Cl:26])=[C:22]([Cl:27])[CH:21]=2)[C:10]2[C:15]([Cl:16])=[C:14]([CH3:17])[S:13][C:11]=2[N:12]=1>>[N:1]1([C:7]2[N:8]=[C:9]([NH:18][CH2:19][C:20]3[CH:25]=[CH:24][C:23]([Cl:26])=[C:22]([Cl:27])[CH:21]=3)[C:10]3[C:15]([Cl:16])=[C:14]([CH3:17])[S:13][C:11]=3[N:12]=2)[CH:5]=[CH:4][N:3]=[CH:2]1. Reported procedure: Following the procedure of Example 97, the reaction of imidazole with 2,5-dichloro-6-methyl-4-(3,4-dichlorobenzylamino)-thieno-[2,3-d]-pyrimidine gives 2-(imidazol-1-yl)-5-chloro-6-methyl-4-(3,4-dichlorobenzylamino)-thieno-[2,3-d]-pyrimidine. The reactants are solution, B (borane), C(C1=CC=CC=C1)OC(=O)N1[C@@H](CC1)C(=O)O ((S)-Azetidine-1,2-dicarboxylic acid 1-benzyl ester), CC(=O)O (AcOH), C(=O)(O)[O-].[Na+] (NaHCO3). Run in C1CCOC1 (THF), C1CCOC1 (THF), O (water), O (water). Reaction conditions: temperature 0 celsius, time 1 hour. Yields the product C(C1=CC=CC=C1)OC(=O)N1[C@@H](CC1)CO ((S)-2-Hydroxymethyl-azetidine-1-carboxylic acid benzyl ester). Yield: 89.3%. Reaction SMILES: [CH2:1]([O:8][C:9]([N:11]1[CH2:14][CH2:13][C@H:12]1[C:15](O)=[O:16])=[O:10])[C:2]1[CH:7]=[CH:6][CH:5]=[CH:4][CH:3]=1.B.CC(O)=O.C([O-])(O)=O.[Na+]>C1COCC1.O>[CH2:1]([O:8][C:9]([N:11]1[CH2:14][CH2:13][C@H:12]1[CH2:15][OH:16])=[O:10])[C:2]1[CH:7]=[CH:6][CH:5]=[CH:4][CH:3]=1 |f:3.4|. Procedure details: To a solution of (S)-Azetidine-1,2-dicarboxylic acid 1-benzyl ester (Starting material I-34f, 94 mg, 0.4 mmol) in 0.3 ml dry THF cooled to 0° C. is added dropwise 450 μl of a 1 M solution of borane in THF. The resulting solution is allowed to stir for 1 h at 0° C. and warm up to rt overnight. AcOH (1 ml) and water (1 ml) are then added as well as some saturated NaHCO3 solution in water until pH=9 and no more gas evolution occurs. The resulting aqueous phase is extracted three times with AcOEt. T...